This data is from the Open Reaction Database (ORD), a public repository of structured organic reaction records. The task is: describe an organic reaction: reactants, conditions, products, and yield Starting materials: N([C@@H](CCCNC(N)=N)C(=O)N[C@@H](CCCNC(N)=N)C(=O)N1[C@H](C(=O)N[C@@H](CC2=CC=CC=C2)C(=O)N[C@@H](CC2=CNC=N2)C(=O)O)CCC1)C(=O)OCC1=CC=CC=C1 (Z-Arg-Arg-Pro-Phe-His-OH), Cl (HCl), N[C@@H](CC(C)C)[C@@H](O)CC(=O)NCCC(=O)N[C@@H](CC1=CNC=N1)C(=O)N (H-Sta-β-Ala-His-NH2), C=1C=CC2=C(C1)N=NN2O (HOBt), CN1CCOCC1 (N-methylmorpholine), C1CCC(CC1)N=C=NC2CCCCC2 (DCCI). Run in CN(C)C=O (DMF), O (H2O). Conditions: time 6 hour. The product is N([C@@H](CCCNC(N)=N)C(=O)N[C@@H](CCCNC(N)=N)C(=O)N1[C@H](C(=O)N[C@@H](CC2=CC=CC=C2)C(=O)N[C@@H](CC2=CNC=N2)C(=O)N[C@@H](CC(C)C)[C@@H](O)CC(=O)NCCC(=O)N[C@@H](CC2=CNC=N2)C(=O)N)CCC1)C(=O)OCC1=CC=CC=C1 (Z-Arg-Arg-Pro-Phe-His-Sta-β-Ala-His-NH2). Reaction SMILES: [NH:1]([C:52]([O:54][CH2:55][C:56]1[CH:61]=[CH:60][CH:59]=[CH:58][CH:57]=1)=[O:53])[C@H:2]([C:10]([NH:12][C@H:13]([C:21]([N:23]1[CH2:51][CH2:50][CH2:49][C@H:24]1[C:25]([NH:27][C@H:28]([C:36]([NH:38][C@H:39]([C:46](O)=[O:47])[CH2:40][C:41]1[N:45]=[CH:44][NH:43][CH:42]=1)=[O:37])[CH2:29][C:30]1[CH:35]=[CH:34][CH:33]=[CH:32][CH:31]=1)=[O:26])=[O:22])[CH2:14][CH2:15][CH2:16][NH:17][C:18](=[NH:20])[NH2:19])=[O:11])[CH2:3][CH2:4][CH2:5][NH:6][C:7](=[NH:9])[NH2:8].Cl.[NH2:63][C@H:64]([C@H:69]([CH2:71][C:72]([NH:74][CH2:75][CH2:76][C:77]([NH:79][C@H:80]([C:87]([NH2:89])=[O:88])[CH2:81][C:82]1[N:86]=[CH:85][NH:84][CH:83]=1)=[O:78])=[O:73])[OH:70])[CH2:65][CH:66]([CH3:68])[CH3:67].C1C=CC2N(O)N=NC=2C=1.CN1CCOCC1.C1CCC(N=C=NC2CCCCC2)CC1>CN(C=O)C.O>[NH:1]([C:52]([O:54][CH2:55][C:56]1[CH:57]=[CH:58][CH:59]=[CH:60][CH:61]=1)=[O:53])[C@H:2]([C:10]([NH:12][C@H:13]([C:21]([N:23]1[CH2:51][CH2:50][CH2:49][C@H:24]1[C:25]([NH:27][C@H:28]([C:36]([NH:38][C@H:39]([C:46]([NH:63][C@H:64]([C@H:69]([CH2:71][C:72]([NH:74][CH2:75][CH2:76][C:77]([NH:79][C@H:80]([C:87]([NH2:89])=[O:88])[CH2:81][C:82]1[N:86]=[CH:85][NH:84][CH:83]=1)=[O:78])=[O:73])[OH:70])[CH2:65][CH:66]([CH3:68])[CH3:67])=[O:47])[CH2:40][C:41]1[N:45]=[CH:44][NH:43][CH:42]=1)=[O:37])[CH2:29][C:30]1[CH:31]=[CH:32][CH:33]=[CH:34][CH:35]=1)=[O:26])=[O:22])[CH2:14][CH2:15][CH2:16][NH:17][C:18](=[NH:19])[NH2:20])=[O:11])[CH2:3][CH2:4][CH2:5][NH:6][C:7](=[NH:8])[NH2:9]. Procedure details: 721 mg of Z-Arg-Arg-Pro-Phe-His-OH×3 HCl (see stage 4.4) (containing 24% by weight of NaCl), 176 mg of H-Sta-β-Ala-His-NH2, 91 mg of HOBt×H2O and 50 μl of N-methylmorpholine are dissolved in 5 ml of DMF. After cooling to 0°, 132 mg of DCCI are added and then the whole is stirred for 6 hours at 0° and left to stand overnight at room temperature. The DCH which has crystallised out is filtered off, the filtrate is concentrated to dryness and the residue is heated for 1 hour at 60° in 14 ml of metha... Starting materials: [OH-].[Na+] (NaOH), FC(C(=O)N1CCC[C@@H]2C3=C(CC[C@H]12)C=C(C=C3)OC3=CC=C(C=C3)OC)(F)F (cis-2,2,2-trifluoro-1-[8-(4-methoxy-phenoxy)-2,3,4a,5,6,10b-hexahydro-1H-benzo[f]quinolin-4-yl]-ethanone). Solvent: O1CCCC1 (tetrahydrofuran). Conditions: temperature 35 celsius, time 8 hour. Product: COC1=CC=C(OC2=CC3=C([C@H]4CCCN[C@H]4CC3)C=C2)C=C1 (cis-8-(4-methoxy-phenoxy)-1,2,3,4,4a,5,6,10b-octahydro-benzo[f]quinoline). Reaction SMILES: [OH-].[Na+].FC(F)(F)C([N:7]1[C@@H:16]2[C@@H:11]([C:12]3[CH:20]=[CH:19][C:18]([O:21][C:22]4[CH:27]=[CH:26][C:25]([O:28][CH3:29])=[CH:24][CH:23]=4)=[CH:17][C:13]=3[CH2:14][CH2:15]2)[CH2:10][CH2:9][CH2:8]1)=O>O1CCCC1>[CH3:29][O:28][C:25]1[CH:24]=[CH:23][C:22]([O:21][C:18]2[CH:19]=[CH:20][C:12]3[C@@H:11]4[C@H:16]([CH2:15][CH2:14][C:13]=3[CH:17]=2)[NH:7][CH2:8][CH2:9][CH2:10]4)=[CH:27][CH:26]=1 |f:0.1|. Procedure details: 1 M aqueous NaOH solution (10 mL) is added to a solution of cis-2,2,2-trifluoro-1-[8-(4-methoxy-phenoxy)-2,3,4a,5,6,10b-hexahydro-1H-benzo[f]quinolin-4-yl]-ethanone (0.95 g) in tetrahydrofuran (10 mL) at room temperature. The resulting solution is stirred at 35° C. overnight and then cooled to room temperature. The solution is extracted with ethyl acetate, the combined extracts are washed with brine and dried (Na2SO4). The solvent is evaporated and the residue is chromatographed on silica gel (d...